This data is from the Open Reaction Database (ORD), a public repository of structured organic reaction records. The task is: describe an organic reaction: reactants, conditions, products, and yield Reactants: N(=O)[O-].[Na+] (sodium nitrite), stannous chloride dihydrate, COC=1C=C(N)C=CC1 (3-methoxyaniline). Run in O (water), Cl (hydrochloric acid), S(O)(O)(=O)=O (sulfuric acid), O (water). Run at temperature 0 celsius, time 1 hour. Product: COC=1C=C(C=CC1)NN (3-Methoxyphenyl hydrazine). Isolated yield 86.7%. As a reaction SMILES: [CH3:1][O:2][C:3]1[CH:4]=[C:5]([CH:7]=[CH:8][CH:9]=1)[NH2:6].[N:10]([O-])=O.[Na+]>S(=O)(=O)(O)O.O.Cl>[CH3:1][O:2][C:3]1[CH:4]=[C:5]([NH:6][NH2:10])[CH:7]=[CH:8][CH:9]=1 |f:1.2|. Procedure: A stirred solution of 50.0 g (0.41 mole) of 3-methoxyaniline in 60 mL of concentrated sulfuric acid and 100 mL of water was cooled to -5° C., and a solution of 28.0 g (0.41 mole) of sodium nitrite in water was added slowly while maintaining the temperature of the reaction mixture below 0° C. The mixture was stirred at 0° C. for 1 hour, then added slowly to a chilled, stirred solution of 100 g (0.44 mole) of stannous chloride dihydrate in 300 mL of concentrated hydrochloric acid. After complete a... Reactants: Cl.NC1=CC(=NN1C1=CC(=CC=C1)C(F)(F)F)C (5-Amino-1-(3-trifluoromethylphenyl)-3-methyl pyrazole HCl), C(C)(=O)N1C(N=CC1)=O (1-acetyl-3-imidazolinone). The product is C(C)(=O)N1C(=NCC1)NC1=CC(=NN1C1=CC(=CC=C1)C(F)(F)F)C (1-Acetyl-2[1-(3-trifluoromethylphenyl)-3-methyl-5-pyrazolyl] amino-2-imidazoline). As a reaction SMILES: Cl.[NH2:2][C:3]1[N:7]([C:8]2[CH:13]=[CH:12][CH:11]=[C:10]([C:14]([F:17])([F:16])[F:15])[CH:9]=2)[N:6]=[C:5]([CH3:18])[CH:4]=1.[C:19]([N:22]1[CH2:26][CH:25]=[N:24][C:23]1=O)(=[O:21])[CH3:20]>>[C:19]([N:22]1[CH2:26][CH2:25][N:24]=[C:23]1[NH:2][C:3]1[N:7]([C:8]2[CH:13]=[CH:12][CH:11]=[C:10]([C:14]([F:17])([F:16])[F:15])[CH:9]=2)[N:6]=[C:5]([CH3:18])[CH:4]=1)(=[O:21])[CH3:20] |f:0.1|. Procedure: 5-Amino-1-(3-trifluoromethylphenyl)-3-methyl pyrazole HCl (20.0 g.) and 1-acetyl-3-imidazolinone (11.1 g.) were reacted as described in Example I to give 15.0 g. product. mp 173°-175° Starting materials: ClCCCCOC1(CC=CC=C1)C(CC1=CC=CC=C1)(O)C1=CC=CC=C1 (1-(4-chlorobutoxy)phenyl-1,2-diphenyl ethanol), Cl (hydrochloric acid). The solvent is CO (methanol). Reaction conditions: time 2 hour. Yields the product ClCCCCOC1(CC=CC=C1)C(=CC1=CC=CC=C1)C1=CC=CC=C1 (1-(4-chlorobutoxy)phenyl-1,2-diphenyl ethylene). RXN SMILES: [Cl:1][CH2:2][CH2:3][CH2:4][CH2:5][O:6][C:7]1([C:13]([C:22]2[CH:27]=[CH:26][CH:25]=[CH:24][CH:23]=2)(O)[CH2:14][C:15]2[CH:20]=[CH:19][CH:18]=[CH:17][CH:16]=2)[CH:12]=[CH:11][CH:10]=[CH:9][CH2:8]1.Cl>CO>[Cl:1][CH2:2][CH2:3][CH2:4][CH2:5][O:6][C:7]1([C:13]([C:22]2[CH:23]=[CH:24][CH:25]=[CH:26][CH:27]=2)=[CH:14][C:15]2[CH:16]=[CH:17][CH:18]=[CH:19][CH:20]=2)[CH:8]=[CH:9][CH:10]=[CH:11][CH2:12]1. Procedure: Combine 1-(4-chlorobutoxy)phenyl-1,2-diphenyl ethanol (17.0 kg, 20.2 mol) and methanol (30 L). Add aqueous 3M hydrochloric acid solution (40 L). Heat to reflux. After 2 hours, remove most of the methanol by distillation and cool the aqueous reaction mixture. Extract with chloroform. Extract the organic layer with aqueous saturated sodium carbonate solution. Separate the organic layer and evaporate in vacuo to give (E and Z)-1-(4-chlorobutoxy)phenyl-1,2-diphenyl ethylene. Procedure details: A solution of 5-[4-(3-methylthioureido)1,2,3-triazol-2-yl]valeronitrile in methanolic ammonia (6M; 15 ml.) was treated with mercuric oxide (1.1 g.) and tne mLxture stirred for 3 hours at room temperature. The resulting suspension was filtered through diatomaceous earth and the filtrate evaporated to give 5-[4-(2-methylguanidino)-1,2,3-triazol-2-yl]valeronitrile as a yellow oil. Yields the product CN=C(NC1=NN(N=C1)CCCCC#N)N (5-[4-(2-methylguanidino)-1,2,3-triazol-2-yl]valeronitrile). As a reaction SMILES: [CH3:1][NH:2][C:3](=S)[NH:4][C:5]1[CH:9]=[N:8][N:7]([CH2:10][CH2:11][CH2:12][CH2:13][C:14]#[N:15])[N:6]=1.[NH3:17]>>[CH3:1][N:2]=[C:3]([NH2:17])[NH:4][C:5]1[CH:9]=[N:8][N:7]([CH2:10][CH2:11][CH2:12][CH2:13][C:14]#[N:15])[N:6]=1. Run at time 3 hour. The reactants are CNC(NC1=NN(N=C1)CCCCC#N)=S (5-[4-(3-methylthioureido)1,2,3-triazol-2-yl]valeronitrile), mercuric oxide, N (ammonia).